Dataset: the Open Reaction Database (ORD), a public repository of structured organic reaction records. Task: describe an organic reaction: reactants, conditions, products, and yield Yields the product COCC(=O)Nc1ccccc1C. Reactants: C[O-], CO, CCOC(C)=O, Cc1ccccc1NC(=O)CCl, [Na+]. RXN SMILES: [CH3:13][O-:14].[CH3:16][OH:17].[CH3:18][CH2:19][O:20][C:21](=[O:22])[CH3:23].[Cl:1][CH2:2][C:3](=[O:4])[NH:5][c:6]1[cH:7][cH:8][cH:9][cH:10][c:11]1[CH3:12].[Na+:15]>>[CH2:2]([C:3](=[O:4])[NH:5][c:6]1[cH:7][cH:8][cH:9][cH:10][c:11]1[CH3:12])[O:14][CH3:13]. Starting materials: CCOC(=O)CCc1ccc(NCc2ccc(Cn3nc(C(C)(C)C)cc3C(C)(C)C)cc2)cc1F, CO, [Na+], C1CCOC1, [OH-], O, O=C(O)CC(O)(CC(=O)O)C(=O)O. Product: CC(C)(C)c1cc(C(C)(C)C)n(Cc2ccc(CNc3ccc(CCC(=O)O)c(F)c3)cc2)n1. As a reaction SMILES: [C:1]([CH3:2])([CH3:3])([CH3:4])[c:5]1[n:6][n:7]([CH2:14][c:15]2[cH:16][cH:17][c:18]([CH2:19][NH:20][c:21]3[cH:22][c:23]([F:34])[c:24]([CH2:27][CH2:28][C:29](=[O:30])[O:31][CH2:32][CH3:33])[cH:25][cH:26]3)[cH:35][cH:36]2)[c:8]([C:10]([CH3:11])([CH3:12])[CH3:13])[cH:9]1.[CH3:53][OH:54].[Na+:38].[O:55]1[CH2:56][CH2:57][CH2:58][CH2:59]1.[OH-:37].[OH2:39].[OH:40][C:41]([CH2:42][C:43]([C:44](=[O:45])[OH:46])([CH2:47][C:48](=[O:49])[OH:50])[OH:51])=[O:52]>>[C:1]([CH3:2])([CH3:3])([CH3:4])[c:5]1[n:6][n:7]([CH2:14][c:15]2[cH:16][cH:17][c:18]([CH2:19][NH:20][c:21]3[cH:22][c:23]([F:34])[c:24]([CH2:27][CH2:28][C:29](=[O:30])[OH:31])[cH:25][cH:26]3)[cH:35][cH:36]2)[c:8]([C:10]([CH3:11])([CH3:12])[CH3:13])[cH:9]1. Procedure: 4-Methyl-1-(dimethylsulfamoyl)imidazole (1) (2.0 g, 10.6 mmol) is taken up in 42 mL of anhydrous THF and cooled to −78° C. n-BuLi (6.6 mL, 10.6 mmol) is added dropwise to the solution of (1). The resultant solution is stirred at −78° C. for 30 min. Tert-butyldimethylsilylchloride (TBSCl) (1.6 g, 10.6 mmol) in 10 mL of THF is added to the reaction. The reaction is warmed to rt and stirred overnight. The next day the reaction is cooled to −20° C. and 7.3 mL (11.6 mmol) of n-BuLi added. After stirr... RXN SMILES: CN(C)S([N:6]1[C:10]([CH2:11][C:12]2[CH:21]=[CH:20][C:15]3[O:16][CH2:17][CH2:18][O:19][C:14]=3[CH:13]=2)=[C:9](C)[N:8]=[CH:7]1)(=O)=O.Cl.[C:25](=O)(O)[O-].[Na+]>C(OCC)(=O)C>[O:16]1[C:15]2[CH:20]=[CH:21][C:12]([CH2:11][C@@:10]3([CH3:25])[CH2:9][NH:8][CH:7]=[N:6]3)=[CH:13][C:14]=2[O:19][CH2:18][CH2:17]1 |f:2.3|. The product is O1CCOC2=C1C=CC(=C2)C[C@@]2(N=CNC2)C (4(5)-(2,3-dihydrobenzo[1,4]dioxin-6-ylmethyl)-4-methyl-1H-imidazole). Reactants: CN(S(=O)(=O)N1C=NC(=C1CC1=CC2=C(OCCO2)C=C1)C)C (5-(2,3-dihydrobenzo[1,4]dioxin-6-ylmethyl)-4-methylimidazole-1-sulfonic acid dimethylamide), Cl (HCl), C([O-])(O)=O.[Na+] (sodium bicarbonate). The solvent is C(C)(=O)OCC (ethyl acetate). Reactants: C(C)(=O)O[C@@H]1C([C@@H]2CC[C@]3([C@@]4(CC[C@@]5([C@@H]([C@H]4CC[C@@H]3[C@]2(CC1)C)[C@@H](CC5)C(=C)C)C(=O)N5CCC(CC5)(C(=O)O)CC)C)C)(C)C (1-((1R,3aS,5aR,5bR,7aR,9S,11aR,11bR,13aR,13bR)-9-acetoxy-5a,5b,8,8,11a-pentamethyl-1-(prop-1-en-2-yl)icosahydro-1H-cyclopenta[a]chrysene-3a-carbonyl)-4-ethylpiperidine-4-carboxylic acid), C1CCOC1 (THF), [OH-].[Na+] (sodium hydroxide). The solvent is CO (MeOH). Conditions: time 6 hour. Yields the product C(C)C1(CCN(CC1)C(=O)[C@]12[C@@H]([C@H]3CC[C@@H]4[C@]5(CC[C@@H](C([C@@H]5CC[C@]4([C@@]3(CC1)C)C)(C)C)O)C)[C@@H](CC2)C(=C)C)C(=O)O (4-ethyl-1-((1R,3aS,5aR,5bR,7aR,9S,11aR,11bR,13aR,13bR)-9-hydroxy-5a,5b,8,8,11a-pentamethyl-1-(prop-1-en-2-yl)icosahydro-1H-cyclopenta[a]chrysene-3a-carbonyl)piperidine-4-carboxylic acid). Isolated yield 77.6%. Reaction SMILES: C([O:4][C@H:5]1[CH2:22][CH2:21][C@@:20]2([CH3:23])[C@@H:7]([CH2:8][CH2:9][C@:10]3([CH3:44])[C@@H:19]2[CH2:18][CH2:17][C@H:16]2[C@@:11]3([CH3:43])[CH2:12][CH2:13][C@@:14]3([C:30]([N:32]4[CH2:37][CH2:36][C:35]([CH2:41][CH3:42])([C:38]([OH:40])=[O:39])[CH2:34][CH2:33]4)=[O:31])[CH2:26][CH2:25][C@@H:24]([C:27]([CH3:29])=[CH2:28])[C@@H:15]32)[C:6]1([CH3:46])[CH3:45])(=O)C.C1COCC1.[OH-].[Na+]>CO>[CH2:41]([C:35]1([C:38]([OH:40])=[O:39])[CH2:34][CH2:33][N:32]([C:30]([C@:14]23[CH2:26][CH2:25][C@@H:24]([C:27]([CH3:29])=[CH2:28])[C@@H:15]2[C@@H:16]2[C@@:11]([CH3:43])([CH2:12][CH2:13]3)[C@@:10]3([CH3:44])[C@@H:19]([C@:20]4([CH3:23])[C@@H:7]([CH2:8][CH2:9]3)[C:6]([CH3:46])([CH3:45])[C@@H:5]([OH:4])[CH2:22][CH2:21]4)[CH2:18][CH2:17]2)=[O:31])[CH2:37][CH2:36]1)[CH3:42] |f:2.3|. Procedure details: 1-((1R,3aS,5aR,5bR,7aR,9S,11aR,11bR,13aR,13bR)-9-acetoxy-5a,5b,8,8,11a-pentamethyl-1-(prop-1-en-2-yl)icosahydro-1H-cyclopenta[a]chrysene-3a-carbonyl)-4-ethylpiperidine-4-carboxylic acid (Example 83, 2.0 g) was taken in MeOH:THF (8:8 ml) and cooled the contents to 0° C. then sodium hydroxide (1.5 g in 4 ml water) was added and the contents were stirred for 6 hours at room temperature. Completion of the reaction was monitored by TLC. The reaction mixture was evaporated under reduced pressure and t... Reactants: N1C=CC2=C(C=CC=C12)C1=CC(=C2C=NNC2=C1)C=1OC(=CN1)CN1CCN(CC1)C(C)C (6-(1H-indol-4-yl)-4-(5-{[4-(1-methylethyl)-1-piperazinyl]methyl}-1,3-oxazol-2-yl)-1H-indazole), Cl (hydrochloric acid), C(C)OCC (diethyl ether). The solvent is O1CCCC1 (tetrahydrofuran), O1CCCC1 (tetrahydrofuran). Reaction conditions: temperature 60 celsius, time 30 minute. The product is Cl.N1C=CC2=C(C=CC=C12)C1=CC(=C2C=NNC2=C1)C=1OC(=CN1)CN1CCN(CC1)C(C)C (6-(1H-Indol-4-yl)-4-(5-{[4-(1-methylethyl)-1-piperazinyl]methyl}-1,3-oxazol-2-yl)-1H-indazole hydrochloride), solid. As a reaction SMILES: [NH:1]1[C:9]2[C:4](=[C:5]([C:10]3[CH:18]=[C:17]4[C:13]([CH:14]=[N:15][NH:16]4)=[C:12]([C:19]4[O:20][C:21]([CH2:24][N:25]5[CH2:30][CH2:29][N:28]([CH:31]([CH3:33])[CH3:32])[CH2:27][CH2:26]5)=[CH:22][N:23]=4)[CH:11]=3)[CH:6]=[CH:7][CH:8]=2)[CH:3]=[CH:2]1.[ClH:34].C(OCC)C>O1CCCC1>[ClH:34].[NH:1]1[C:9]2[C:4](=[C:5]([C:10]3[CH:18]=[C:17]4[C:13]([CH:14]=[N:15][NH:16]4)=[C:12]([C:19]4[O:20][C:21]([CH2:24][N:25]5[CH2:26][CH2:27][N:28]([CH:31]([CH3:33])[CH3:32])[CH2:29][CH2:30]5)=[CH:22][N:23]=4)[CH:11]=3)[CH:6]=[CH:7][CH:8]=2)[CH:3]=[CH:2]1 |f:4.5|. Procedure details: A solution of 6-(1H-indol-4-yl)-4-(5-{[4-(1-methylethyl)-1-piperazinyl]methyl}-1,3-oxazol-2-yl)-1H-indazole in tetrahydrofuran (THF) (7.5 mL) was heated to 60° C. under nitrogen. 2M hydrochloric acid in diethyl ether (0.567 mL, 1.135 mmol) and tetrahydrofuran (THF) (0.5 mL) were mixed and added via a dropping funnel. The solution was stirred at 60° C. for 30 mins before being slowly cooled to RT. After stirring at RT for a further 30 mins the solid was filtered off, then recombined with the liqu... Reactants: [Br-], CS(C)=O, Oc1ccc(CCl)c2cccnc12, Cl, Cl, Cl, [K+], [K+], NC(CS)C(=O)O, [OH-], O, O. Reaction SMILES: [Br-:27].[CH3:29][S:30]([CH3:31])=[O:32].[Cl:13][CH2:14][c:15]1[c:16]2[cH:17][cH:18][cH:19][n:20][c:21]2[c:22]([OH:25])[cH:23][cH:24]1.[ClH:12].[ClH:26].[ClH:2].[K+:11].[K+:28].[NH2:3][CH:4]([CH2:5][SH:6])[C:7](=[O:8])[OH:9].[OH-:10].[OH2:1].[OH2:33]>>[NH2:3][CH:4]([CH2:5][S:6][CH2:14][c:15]1[c:16]2[cH:17][cH:18][cH:19][n:20][c:21]2[c:22]([OH:25])[cH:23][cH:24]1)[C:7](=[O:8])[OH:9]. Product: NC(CSCc1ccc(O)c2ncccc12)C(=O)O. Reactants: O(C1=CC=CC=C1)C(=O)Cl (phenoxycarbonylchloride), OCC1(COC1)C (3-hydroxymethyl-3-methyloxetane), CN1CCOCC1 (4-methylmorpholine). Run in C(Cl)Cl (methylene chloride), C(Cl)Cl (methylene chloride), C(Cl)Cl (methylene chloride). Reaction conditions: temperature 0 celsius, time 3.5 hour. Product: C1(=CC=CC=C1)OC(=O)OCC1(COC1)C (3-Phenyloxycarbonyloxymethyl-3-methyloxetane). As a reaction SMILES: [O:1]([C:8](Cl)=[O:9])[C:2]1[CH:7]=[CH:6][CH:5]=[CH:4][CH:3]=1.[OH:11][CH2:12][C:13]1([CH3:17])[CH2:16][O:15][CH2:14]1.CN1CCOCC1>C(Cl)Cl>[C:2]1([O:1][C:8]([O:11][CH2:12][C:13]2([CH3:17])[CH2:16][O:15][CH2:14]2)=[O:9])[CH:7]=[CH:6][CH:5]=[CH:4][CH:3]=1. Reported procedure: A 0.552 mL (4.42 mmol) sample of phenoxycarbonylchloride in 2 mL of methylene chloride was added to a solution of 376 mg (3.68 mmol) of 3-hydroxymethyl-3-methyloxetane and 60.7 mL (5.52 mmol) of 4-methylmorpholine in 2 mL of methylene chloride cooled in an ice bath. The mixture was stirred at 0° C. for 3.5 hours. The mixture was diluted with methylene chloride, which was washed with water, dried and concentrated. The crude product was chromatographed on silica gel, eluting with 20% ethyl acetate...